This data is from the Open Reaction Database (ORD), a public repository of structured organic reaction records. The task is: describe an organic reaction: reactants, conditions, products, and yield Starting materials: C([O-])([O-])=O.[K+].[K+] (potassium carbonate), ClCC=1C(=CC=CC1)C (α-chloro-o-xylene), C(CC(=O)C)(=O)OCC (ethyl acetoacetate), C1(=CC=CC=C1)C (toluene). Solvent: O (H2O). Conditions: temperature 100 celsius. The product is CC1=C2CCC3(CCC(C(C=C1C=O)=C32)(C)C)C (1,2,6,7,8,8a-hexahydro-3,6,6,8a-tetramethyl-4-acenaphthylenecarbaldehyde), ethyl-2-acetyl-3-(2-methyl-1-phenyl)propanoate. As a reaction SMILES: Cl[CH2:2][C:3]1[C:4]([CH3:9])=[CH:5][CH:6]=[CH:7][CH:8]=1.[C:10](OCC)(=O)CC(C)=O.[C:19](=[O:22])([O-])[O-].[K+].[K+].[C:25]1([CH3:31])[CH:30]=[CH:29][CH:28]=[CH:27][CH:26]=1>O>[CH3:9][C:4]1[C:5]([CH:19]=[O:22])=[CH:6][C:7]2=[C:8]3[C:3]=1[CH2:2][CH2:31][C:25]3([CH3:26])[CH2:30][CH2:29][C:28]2([CH3:27])[CH3:10] |f:2.3.4|. Reported procedure: The starting material 1,2,6,7,8,8a-hexahydro-3,6,6,8a-tetramethyl-4-acenaphthylenecarbaldehyde is prepared by substantially following the procedures of Fehr et al., U.S. Pat. No. 5,162,588. Specifically, in a 2.5 liter flask equipped with a mechanical stirrer, a condenser, a thermometer and a nitrogen inlet, α-chloro-o-xylene (available from Fluka Chemical Corp., Ronkonkoma, N.Y., 140.6 g) is mixed with ethyl acetoacetate (130 g), a fine powder of potassium carbonate (414 g) and 800 ml of toluen...